This data is from the Open Reaction Database (ORD), a public repository of structured organic reaction records. The task is: describe an organic reaction: reactants, conditions, products, and yield Starting materials: C(O)([O-])=O.[Na+] (sodium hydrogencarbonate), NC=1C(=NC2=CC=CC=C2C1NCCC1CCN(CC1)C(=O)OC(C)(C)C)C (tert-butyl 4-[2-[(3-amino-2-methylquinolin-4-yl)amino]-ethyl]-1-piperidinecarboxylate), C(C1=CC=CC=C1)=O (benzaldehyde), ClC=1C(C(=C(C(C1Cl)=O)C#N)C#N)=O (2,3-dichloro-5,6-dicyano-1,4-benzoquinone). The solvent is O1CCCC1 (tetrahydrofuran). Product: CC1=NC=2C=CC=CC2C2=C1N=C(N2CCC2CCN(CC2)C(=O)OC(C)(C)C)C2=CC=CC=C2 (tert-Butyl 4-[2-(4-methyl-2-phenyl-1H-imidazo[4,5-c]quinolin-1-yl)ethyl]-1-piperidinecarboxylate). Isolated yield 69.1%. Reaction SMILES: [NH2:1][C:2]1[C:3]([CH3:28])=[N:4][C:5]2[C:10]([C:11]=1[NH:12][CH2:13][CH2:14][CH:15]1[CH2:20][CH2:19][N:18]([C:21]([O:23][C:24]([CH3:27])([CH3:26])[CH3:25])=[O:22])[CH2:17][CH2:16]1)=[CH:9][CH:8]=[CH:7][CH:6]=2.[CH:29](=O)[C:30]1[CH:35]=[CH:34][CH:33]=[CH:32][CH:31]=1.ClC1C(=O)C(C#N)=C(C#N)C(=O)C=1Cl.C(=O)([O-])O.[Na+]>O1CCCC1>[CH3:28][C:3]1[C:2]2[N:1]=[C:29]([C:30]3[CH:35]=[CH:34][CH:33]=[CH:32][CH:31]=3)[N:12]([CH2:13][CH2:14][CH:15]3[CH2:20][CH2:19][N:18]([C:21]([O:23][C:24]([CH3:25])([CH3:27])[CH3:26])=[O:22])[CH2:17][CH2:16]3)[C:11]=2[C:10]2[CH:9]=[CH:8][CH:7]=[CH:6][C:5]=2[N:4]=1 |f:3.4|. Procedure: A solution of 0.65 g of tert-butyl 4-[2-[(3-amino-2-methylquinolin-4-yl)amino]-ethyl]-1-piperidinecarboxylate, 0.29 g of benzaldehyde and 0.08 g of 2,3-dichloro-5,6-dicyano-1,4-benzoquinone in 5 ml of tetrahydrofuran was stirred at room temperature for 3 days. The reaction mixture was added with saturated aqueous sodium hydrogencarbonate solution and extracted with ethyl acetate. The extract was washed successively with saturated aqueous sodium hydrogencarbonate solution and saturated brine, and... The reactants are CN1C(C=C(C2=CC=CC=C12)O)=O (1-methyl-4-hydroxyquinolin-2(1H)-one). Solvent: CN(C=O)C (dimethylformamide). Reaction conditions: time 2 hour. Product: CN1C(C=C(C2=CC=CC=C12)OCCCC)=O (1-methyl-4-butoxyquinolin-2 (1H)-one). As a reaction SMILES: [CH3:1][N:2]1[C:11]2[C:6](=[CH:7][CH:8]=[CH:9][CH:10]=2)[C:5]([OH:12])=[CH:4][C:3]1=[O:13]>CN(C)C=O>[CH3:1][N:2]1[C:11]2[C:6](=[CH:7][CH:8]=[CH:9][CH:10]=2)[C:5]([O:12][CH2:3][CH2:4][CH2:5][CH3:6])=[CH:4][C:3]1=[O:13]. Procedure details: To a solution of 10.0 g. of 1-methyl-4-hydroxyquinolin-2(1H)-one in 150 ml. of dimethylformamide is added 2.4 g. of pentane washed with sodium hydride and the resulting mixture stirred for 2 hours at room temperature. There is then added 10.6 g. of n-butyl iodide and the resulting mixture is stirred for 24 hours at room temperature. The reaction mixture is then poured onto 1.3 liters of cold water, extracted with ethyl acetate, washed 3 times with water, dried, charcoaled, filtered and evaporate...